From a dataset of the Open Reaction Database (ORD), a public repository of structured organic reaction records. describe an organic reaction: reactants, conditions, products, and yield Starting materials: CN(C)C=O, Fc1ccc(CBr)c(F)c1, [K+], [K+], O=C([O-])[O-], O, COC(=O)c1cccc(-n2c(C)cc(O)cc2=O)c1C. Product: COC(=O)c1cccc(-n2c(C)cc(OCc3ccc(F)cc3F)cc2=O)c1C. Reaction SMILES: [CH3:38][N:39]([CH3:40])[CH:41]=[O:42].[F:21][c:22]1[c:23]([CH2:24][Br:25])[cH:26][cH:27][c:28]([F:30])[cH:29]1.[K+:31].[K+:32].[O-:33][C:34]([O-:35])=[O:36].[OH2:37].[OH:1][c:2]1[cH:3][c:4](=[O:20])[n:5](-[c:9]2[c:10]([CH3:19])[c:11]([C:12](=[O:13])[O:14][CH3:15])[cH:16][cH:17][cH:18]2)[c:6]([CH3:8])[cH:7]1>>[O:1]([c:2]1[cH:3][c:4](=[O:20])[n:5](-[c:9]2[c:10]([CH3:19])[c:11]([C:12](=[O:13])[O:14][CH3:15])[cH:16][cH:17][cH:18]2)[c:6]([CH3:8])[cH:7]1)[CH2:24][c:23]1[c:22]([F:21])[cH:29][c:28]([F:30])[cH:27][cH:26]1. The reactants are COC(C1=CC(=CC(=C1)SCC[Si](C)(C)C)C(F)(F)F)=O (3-trifluoromethyl-5-(2-trimethylsilanyl-ethylsulfanyl)-benzoic acid methyl ester), [F-].C(CCC)[N+](CCCC)(CCCC)CCCC (tetrabutylammonium fluoride), Cl (hydrochloric acid), C(C)(=O)OCC (ethyl acetate). Run in O1CCCC1 (tetrahydrofuran). Run at time 1 hour. Product: COC(C1=CC(=CC(=C1)C(F)(F)F)S)=O (3-Mercapto-5-trifluoromethyl-benzoic acid methyl ester). RXN SMILES: [CH3:1][O:2][C:3](=[O:21])[C:4]1[CH:9]=[C:8]([S:10]CC[Si](C)(C)C)[CH:7]=[C:6]([C:17]([F:20])([F:19])[F:18])[CH:5]=1.[F-].C([N+](CCCC)(CCCC)CCCC)CCC.Cl.C(OCC)(=O)C>O1CCCC1>[CH3:1][O:2][C:3](=[O:21])[C:4]1[CH:5]=[C:6]([C:17]([F:19])([F:20])[F:18])[CH:7]=[C:8]([SH:10])[CH:9]=1 |f:1.2|. Procedure details: To a solution of 3-trifluoromethyl-5-(2-trimethylsilanyl-ethylsulfanyl)-benzoic acid methyl ester (580 mg, 1.72 mmol) in tetrahydrofuran (15 mL) was added tetrabutylammonium fluoride (1M solution in tetrahydrofuran, 11.6 mL, 11.6 mmol) and the yellow solution was stirred at room temperature for 1 hour. The reaction mixture was poured on aqueous 1M hydrochloric acid (30 mL) and ethyl acetate (30 mL) and the layers were separated. The aqueous layer was extracted a second time with ethyl acetate (3... The solvent is CO (methanol). Reported procedure: from 10-chloro-N,N-dimethyl-4-oxo-3-phenyl-4H-pyrido[2,1-a]phthalazine-1-carboxamide in methanol/glacial acetic acid (10:1), but without the addition of saturated methanolic hydrochloric acid, there is obtained 10-chloro-6,7-dihydro-N,N-dimethyl-4-oxo-3-phenyl-4H-pyrido[2,1-a]-phthalazine-1-carboxamide of m.p. 250°-252° (ethanol); The product is ClC1=CC=C2CNN3C(C2=C1)=C(C=C(C3=O)C3=CC=CC=C3)C(=O)N(C)C (10-chloro-6,7-dihydro-N,N-dimethyl-4-oxo-3-phenyl-4H-pyrido[2,1-a]-phthalazine-1-carboxamide). Reactants: C(C)O (ethanol), ClC1=CC=C2C=NN3C(C2=C1)=C(C=C(C3=O)C3=CC=CC=C3)C(=O)N(C)C (10-chloro-N,N-dimethyl-4-oxo-3-phenyl-4H-pyrido[2,1-a]phthalazine-1-carboxamide), Cl (hydrochloric acid). As a reaction SMILES: [Cl:1][C:2]1[CH:11]=[C:10]2[C:5]([CH:6]=[N:7][N:8]3[C:15](=[O:16])[C:14]([C:17]4[CH:22]=[CH:21][CH:20]=[CH:19][CH:18]=4)=[CH:13][C:12]([C:23]([N:25]([CH3:27])[CH3:26])=[O:24])=[C:9]32)=[CH:4][CH:3]=1.Cl.C(O)C>CO>[Cl:1][C:2]1[CH:11]=[C:10]2[C:5]([CH2:6][NH:7][N:8]3[C:15](=[O:16])[C:14]([C:17]4[CH:18]=[CH:19][CH:20]=[CH:21][CH:22]=4)=[CH:13][C:12]([C:23]([N:25]([CH3:27])[CH3:26])=[O:24])=[C:9]32)=[CH:4][CH:3]=1.